describe an organic reaction: reactants, conditions, products, and yield From a dataset of the Open Reaction Database (ORD), a public repository of structured organic reaction records. The reactants are C(CCC)N(C(=O)NC1CCCCC1)C=1N(N=C2C=CC=CC12)C1=CC=C(C=C1)Cl (1-Butyl-1-[2-(4-chloro-phenyl)-2H-indazol-3-yl]-3-cyclohexyl-urea), N=C1CN=CC=C1 (3-iminopyridine). Run in CN1C(CCC1)=O (N-methyl 2-pyrrolidone). The product is ClC1=CC=C(C=C1)N1N=C2C=CC=CC2=C1NC=1C=NC=CC1 ([2-(4-Chloro-phenyl)-2H-indazol-3-yl]-pyridin-3-yl-amine). Reaction SMILES: C([N:5]([C:15]1[N:16]([C:24]2[CH:29]=[CH:28][C:27]([Cl:30])=[CH:26][CH:25]=2)[N:17]=[C:18]2[C:23]=1[CH:22]=[CH:21][CH:20]=[CH:19]2)C(NC1CCCCC1)=O)CCC.N=[C:32]1[CH:37]=[CH:36][CH:35]=[N:34][CH2:33]1>CN1CCCC1=O>[Cl:30][C:27]1[CH:26]=[CH:25][C:24]([N:16]2[C:15]([NH:5][C:32]3[CH:33]=[N:34][CH:35]=[CH:36][CH:37]=3)=[C:23]3[C:18]([CH:19]=[CH:20][CH:21]=[CH:22]3)=[N:17]2)=[CH:29][CH:28]=1. Procedure details: In analogy to the procedure described in example 4.1, 3-chloro-2-(4-chloro-phenyl)-2H-indazole (Ardakani, Manouchehr; Smalley, Robert K.; Smith, Richard H., Synthesis (1979), (4), 308-9) was reacted with 3-iminopyridine ([462-08-8]) in N-methyl 2-pyrrolidone for 4 days at 175° C. in a sealed tube to give the title compound as yellow solid. MS: m/e=321.1 [M+H+]. The reactants are C(C)(C)(C)C1=CC=C(C(=O)Cl)C=C1 (4-tert-butylbenzoyl chloride), [N+](=O)([O-])C1=C(N)C=CC=C1 (2-nitroaniline). The product is [N+](=O)([O-])C1=C(NC(C2=CC=C(C=C2)C(C)(C)C)=O)C=CC=C1 (2-Nitro-N-(4-tert-butylbenzoyl)aniline). Yield: 20.0%. As a reaction SMILES: [C:1]([C:5]1[CH:13]=[CH:12][C:8]([C:9](Cl)=[O:10])=[CH:7][CH:6]=1)([CH3:4])([CH3:3])[CH3:2].[N+:14]([C:17]1[CH:23]=[CH:22][CH:21]=[CH:20][C:18]=1[NH2:19])([O-:16])=[O:15]>>[N+:14]([C:17]1[CH:23]=[CH:22][CH:21]=[CH:20][C:18]=1[NH:19][C:9](=[O:10])[C:8]1[CH:12]=[CH:13][C:5]([C:1]([CH3:4])([CH3:3])[CH3:2])=[CH:6][CH:7]=1)([O-:16])=[O:15]. Reported procedure: Using the procedure described in Example 93, Part A, 4-tert-butylbenzoyl chloride (398 mmol) and 2-nitroaniline (362 mmol) yielded 21.6 g (100%) of the title compound. Reported procedure: tert-butyl 4-(3-cyano-5-((7-cyano-4-(ethyl(4-methoxybenzyl)amino)imidazo[2,1-f][1,2,4]triazin-2-yl)amino)-1H-indol-1-yl)piperidine-1-carboxylate (500 mg, 0.503 mmol) was mixed with anisole (0.5 mL, 4.58 mmol) and DCE (5 mL). TFA (1 mL, 12.98 mmol) was added. The mixture was stirred at 25° C. for 24 hrs. LC/MS showed product formation. The mixture was concentrated to dryness, diluted with MeOH and applied onto a cartridge of Phenomenex Strata-X-C 33 um cation mixed-mode polymer. This was washed w... The reactants are C(#N)C1=CN(C2=CC=C(C=C12)NC1=NN2C(C(=N1)N(CC1=CC=C(C=C1)OC)CC)=NC=C2C#N)C2CCN(CC2)C(=O)OC(C)(C)C (tert-butyl 4-(3-cyano-5-((7-cyano-4-(ethyl(4-methoxybenzyl)amino)imidazo[2,1-f][1,2,4]triazin-2-yl)amino)-1H-indol-1-yl)piperidine-1-carboxylate), C1(=CC=CC=C1)OC (anisole), C(=O)(C(F)(F)F)O (TFA). Reaction conditions: temperature 25 celsius, time 24 hour. The product is C(#N)C1=CN(C2=CC=C(C=C12)NC1=NN2C(C(=N1)NCC)=NC=C2C#N)C2CCN(CC2)C[C@H](C)O ((S)-2-((3-cyano-1-(1-(2-hydroxypropyl)piperidin-4-yl)-1H-indol-5-yl)amino)-4-(ethylamino)imidazo[2,1-f][1,2,4]triazine-7-carbonitrile). The solvent is ClCCCl (DCE). Reaction SMILES: [C:1]([C:3]1[C:11]2[C:6](=[CH:7][CH:8]=[C:9]([NH:12][C:13]3[N:18]=[C:17]([N:19](CC)[CH2:20][C:21]4C=CC(OC)=CC=4)[C:16]4=[N:31][CH:32]=[C:33]([C:34]#[N:35])[N:15]4[N:14]=3)[CH:10]=2)[N:5]([CH:36]2[CH2:41][CH2:40][N:39](C(OC(C)(C)C)=O)[CH2:38][CH2:37]2)[CH:4]=1)#[N:2].[C:49]1([O:55]C)[CH:54]=CC=C[CH:50]=1.C(O)(C(F)(F)F)=O>ClCCCl>[C:1]([C:3]1[C:11]2[C:6](=[CH:7][CH:8]=[C:9]([NH:12][C:13]3[N:18]=[C:17]([NH:19][CH2:20][CH3:21])[C:16]4=[N:31][CH:32]=[C:33]([C:34]#[N:35])[N:15]4[N:14]=3)[CH:10]=2)[N:5]([CH:36]2[CH2:41][CH2:40][N:39]([CH2:50][C@@H:49]([OH:55])[CH3:54])[CH2:38][CH2:37]2)[CH:4]=1)#[N:2]. Reactants: N(=NC(=O)OCC)C(=O)OCC (diethyl azodicarboxylate), C(C)OC(=O)N1C[C@H]([C@@H](CC1)O)C1=CC=CC=C1 (trans-1-ethoxycarbonyl-3-phenyl-4-piperidinol), C1(=CC=CC=C1)P(C1=CC=CC=C1)C1=CC=CC=C1 (triphenylphosphine), C1(=CC=CC=C1O)C (o-cresol). Run in C1=CC=CC=C1 (benzene), C1=CC=CC=C1 (benzene). Run at time 8 hour. Yields the product C(C)OC(=O)N1C[C@H]([C@H](CC1)OC1=C(C=CC=C1)C)C1=CC=CC=C1 (Cis-1-ethoxycarbonyl-3-phenyl-4-(2-tolyloxy)piperidine). Reaction SMILES: [CH2:1]([O:3][C:4]([N:6]1[CH2:11][CH2:10][C@@H:9]([OH:12])[C@H:8]([C:13]2[CH:18]=[CH:17][CH:16]=[CH:15][CH:14]=2)[CH2:7]1)=[O:5])[CH3:2].C1(P(C2C=CC=CC=2)C2C=CC=CC=2)C=CC=CC=1.[C:38]1([CH3:45])[C:43](O)=[CH:42][CH:41]=[CH:40][CH:39]=1.N(C(OCC)=O)=NC(OCC)=O>C1C=CC=CC=1>[CH2:1]([O:3][C:4]([N:6]1[CH2:11][CH2:10][C@H:9]([O:12][C:39]2[CH:40]=[CH:41][CH:42]=[CH:43][C:38]=2[CH3:45])[C@H:8]([C:13]2[CH:14]=[CH:15][CH:16]=[CH:17][CH:18]=2)[CH2:7]1)=[O:5])[CH3:2]. Reported procedure: To a mixture of 6.23 g of trans-1-ethoxycarbonyl-3-phenyl-4-piperidinol, 7.21 g of triphenylphosphine, 2.97 g of o-cresol and 250 ml of anhydrous benzene is added, dropwise at 5° C. under nitrogen over a 90 minute period, a solution of 4.79 g of diethyl azodicarboxylate in 250 ml of benzene. After the addition is complete the mixture is stirred overnight at room temperature. The solid is then filtered and washed with benzene and the filtrate concentrated in vacuo to an oil. The oil is triturated... The reactants are [OH-].[Na+] (sodium hydroxide), C(C)OC(C(C=1C=C2CC(CC2=CC1)C(C)C)=O)=O (2-isopropyl-α-oxo-5-indanacetic acid ethyl ester). Solvent: O (water), C(C)O (ethanol). Yields the product C(C)(C)C1CC2=CC=C(C=C2C1)C(C(=O)O)=O (2-isopropyl-α-oxo-5-indanacetic acid). As a reaction SMILES: [OH-].[Na+].C([O:5][C:6](=[O:21])[C:7](=[O:20])[C:8]1[CH:9]=[C:10]2[C:14](=[CH:15][CH:16]=1)[CH2:13][CH:12]([CH:17]([CH3:19])[CH3:18])[CH2:11]2)C>O.C(O)C>[CH:17]([CH:12]1[CH2:11][C:10]2[C:14](=[CH:15][CH:16]=[C:8]([C:7](=[O:20])[C:6]([OH:21])=[O:5])[CH:9]=2)[CH2:13]1)([CH3:19])[CH3:18] |f:0.1|. Reported procedure: A solution of 10 g of sodium hydroxide in 20 cc of water is added to a solution of 24.5 g of crude 2-isopropyl-α-oxo-5-indanacetic acid ethyl ester in 300 cc of ethanol, and the mixture is boiled at reflux for 11/2 hours. The solution is concentrated, diluted with water, and the neutral by-products are extracted with ether. The aqueous phase is then acidified with hydrochloric acid, extracted with ether, the ether extract is washed with water, dried over sodium sulphate and concentrated by evapo... Reactants: CC1=C(C(=O)O)C=CC=C1 (2-methylbenzoic acid), FC(C(CNC1=C2C=NN(C2=CC=C1)C1=CC=CC=C1)(O)CNCCC)(F)F (1,1,1-trifluoro-3-[(1-phenyl-1H-indazol-4-yl)amino]-2-[(propylamino)methyl]-2-propanol). The product is CC1=C(C(=O)N(CC(C(F)(F)F)(CNC2=C3C=NN(C3=CC=C2)C2=CC=CC=C2)O)CCC)C=CC=C1 (2-Methyl-N-propyl-N-(3,3,3-trifluoro-2-hydroxy-2-{[(1-phenyl-1H-indazol-4-yl)amino]methy}propyl)benzamide). As a reaction SMILES: [CH3:1][C:2]1[CH:10]=[CH:9][CH:8]=[CH:7][C:3]=1[C:4]([OH:6])=O.[F:11][C:12]([F:38])([F:37])[C:13]([CH2:32][NH:33][CH2:34][CH2:35][CH3:36])([OH:31])[CH2:14][NH:15][C:16]1[CH:24]=[CH:23][CH:22]=[C:21]2[C:17]=1[CH:18]=[N:19][N:20]2[C:25]1[CH:30]=[CH:29][CH:28]=[CH:27][CH:26]=1>>[CH3:1][C:2]1[CH:10]=[CH:9][CH:8]=[CH:7][C:3]=1[C:4]([N:33]([CH2:34][CH2:35][CH3:36])[CH2:32][C:13]([OH:31])([CH2:14][NH:15][C:16]1[CH:24]=[CH:23][CH:22]=[C:21]2[C:17]=1[CH:18]=[N:19][N:20]2[C:25]1[CH:30]=[CH:29][CH:28]=[CH:27][CH:26]=1)[C:12]([F:37])([F:11])[F:38])=[O:6]. Procedure: Prepared similarly to Example 1 from 2-methylbenzoic acid and 1,1,1-trifluoro-3-[(1-phenyl-1H-indazol-4-yl)amino]-2-[(propylamino)methyl]-2-propanol.